Dataset: the Open Reaction Database (ORD), a public repository of structured organic reaction records. Task: describe an organic reaction: reactants, conditions, products, and yield Starting materials: Cl, CCOC(=O)c1ccc(-c2nnc(-c3ccccc3N)o2)cc1, [Na+], C1CCOC1, [OH-]. Product: Nc1ccccc1-c1nnc(-c2ccc(C(=O)O)cc2)o1. As a reaction SMILES: [ClH:26].[NH2:1][c:2]1[c:3](-[c:8]2[n:9][n:10][c:11](-[c:13]3[cH:14][cH:15][c:16]([C:17](=[O:18])[O:19][CH2:20][CH3:21])[cH:22][cH:23]3)[o:12]2)[cH:4][cH:5][cH:6][cH:7]1.[Na+:25].[O:27]1[CH2:28][CH2:29][CH2:30][CH2:31]1.[OH-:24]>>[NH2:1][c:2]1[c:3](-[c:8]2[n:9][n:10][c:11](-[c:13]3[cH:14][cH:15][c:16]([C:17](=[O:18])[OH:19])[cH:22][cH:23]3)[o:12]2)[cH:4][cH:5][cH:6][cH:7]1. Reactants: CCB(CC)CC, C1CCOC1, CCOC(C)=O, C=CCO, c1ccc(P(c2ccccc2)(c2ccccc2)[Pd](P(c2ccccc2)(c2ccccc2)c2ccccc2)(P(c2ccccc2)(c2ccccc2)c2ccccc2)P(c2ccccc2)(c2ccccc2)c2ccccc2)cc1, COC(=O)c1cccc2[nH]ccc12. Product: C=CCc1c[nH]c2cccc(C(=O)OC)c12. As a reaction SMILES: [CH2:18]([B:19]([CH2:20][CH3:21])[CH2:22][CH3:23])[CH3:24].[CH2:25]1[O:26][CH2:27][CH2:28][CH2:29]1.[CH3:30][CH2:31][O:32][C:33](=[O:34])[CH3:35].[OH:14][CH2:15][CH:16]=[CH2:17].[cH:36]1[cH:37][cH:38][c:39]([P:40]([Pd:41]([P:42]([c:43]2[cH:44][cH:45][cH:46][cH:47][cH:48]2)([c:49]2[cH:50][cH:51][cH:52][cH:53][cH:54]2)[c:55]2[cH:56][cH:57][cH:58][cH:59][cH:60]2)([P:61]([c:62]2[cH:63][cH:64][cH:65][cH:66][cH:67]2)([c:68]2[cH:69][cH:70][cH:71][cH:72][cH:73]2)[c:74]2[cH:75][cH:76][cH:77][cH:78][cH:79]2)[P:80]([c:81]2[cH:82][cH:83][cH:84][cH:85][cH:86]2)([c:87]2[cH:88][cH:89][cH:90][cH:91][cH:92]2)[c:93]2[cH:94][cH:95][cH:96][cH:97][cH:98]2)([c:99]2[cH:100][cH:101][cH:102][cH:103][cH:104]2)[c:105]2[cH:106][cH:107][cH:108][cH:109][cH:110]2)[cH:111][cH:112]1.[nH:1]1[cH:2][cH:3][c:4]2[c:5]([C:10](=[O:11])[O:12][CH3:13])[cH:6][cH:7][cH:8][c:9]12>>[nH:1]1[cH:2][c:3]([CH2:17][CH:16]=[CH2:15])[c:4]2[c:5]([C:10](=[O:11])[O:12][CH3:13])[cH:6][cH:7][cH:8][c:9]12. Starting materials: COC(C=1C(O)=C(C=C(C1)Cl)Cl)=O (Methyl-3,5-dichlorosalicylate), C(C)(C)[Mg]Cl (isopropyl magnesium chloride). Run in C1CCOC1 (THF), C1CCOC1 (THF). Conditions: temperature -40 celsius, time 45 minute. Yields the product ClC=1C(=C(C=C(C1)Cl)C(C(C)C)=O)O (1-(3,5-dichloro-2-hydroxyphenyl)-2-methylpropan-1-one). RXN SMILES: CO[C:3](=[O:13])[C:4]1[C:5](=[C:7]([Cl:12])[CH:8]=[C:9]([Cl:11])[CH:10]=1)[OH:6].[CH:14]([Mg]Cl)([CH3:16])[CH3:15]>C1COCC1>[Cl:12][C:7]1[C:5]([OH:6])=[C:4]([C:3](=[O:13])[CH:14]([CH3:16])[CH3:15])[CH:10]=[C:9]([Cl:11])[CH:8]=1. Reported procedure: Methyl-3,5-dichlorosalicylate (prepared according to Ahmed et al., Medicinal Chemistry 2008, 4, 298-308, which is expressly incorporated by reference herein; 2.0 g, 9.0 mmol) was dissolved in dry THF (30 mL), cooled to −40° C. and treated in portions with isopropyl magnesium chloride, 2.0 M in THF; 10 mL, 20 mmol). The mixture was stirred at −20 to −40° C. for 45 min, warmed to 25° C. and stirred for 4 h. The excess reagent was quenched by addition of satd NH4Cl (10 mL). The mixture was diluted ... Starting materials: C(C)(C)(C)C1=CC(=NO1)NC(=O)NC1=CC(=C(C=C1)[N+](=O)[O-])C (1-(5-tert-butylisoxazol-3-yl)-3-(3-methyl-4-nitrophenyl)urea), CC(=O)O (AcOH). Reagents/catalysts: [Zn] (zinc). Solvent: C(Cl)Cl (DCM). Conditions: time 1 hour. Yields the product NC1=C(C=C(C=C1)NC(=O)NC1=NOC(=C1)C(C)(C)C)C (1-(4-amino-3-methylphenyl)-3-(5-tert-butylisoxazol-3-yl)urea). Yield: 31.8%. RXN SMILES: [C:1]([C:5]1[O:9][N:8]=[C:7]([NH:10][C:11]([NH:13][C:14]2[CH:19]=[CH:18][C:17]([N+:20]([O-])=O)=[C:16]([CH3:23])[CH:15]=2)=[O:12])[CH:6]=1)([CH3:4])([CH3:3])[CH3:2].CC(O)=O>C(Cl)Cl.[Zn]>[NH2:20][C:17]1[CH:18]=[CH:19][C:14]([NH:13][C:11]([NH:10][C:7]2[CH:6]=[C:5]([C:1]([CH3:3])([CH3:2])[CH3:4])[O:9][N:8]=2)=[O:12])=[CH:15][C:16]=1[CH3:23]. Reported procedure: To a stirred solution of crude 1-(5-tert-butylisoxazol-3-yl)-3-(3-methyl-4-nitrophenyl)urea (2.0 g, 6.1 mmol) from Step 1 of this example in DCM (10 mL) was added AcOH (1.8 mL, 31.2 mmol), followed by zinc (1.99 g, 31.2 mmol) in small portions. The resulting mixture was stirred at rt for 1 h. LC-MS indicated that the reaction was complete. The reaction mixture was carefully quenched with sat. NaHCO3 (50 mL) at rt, and the resulting biphasic mixture was extracted with EtOAc (50 mL). The organic l...